Dataset: the Open Reaction Database (ORD), a public repository of structured organic reaction records. Task: describe an organic reaction: reactants, conditions, products, and yield Starting materials: [BH3-]C#N, CC(=O)O, O=CC1CCCCN(C(=O)OCc2ccccc2)C1, CO, Nc1ccccc1, [Na+]. Product: O=C(OCc1ccccc1)N1CCCCC(CNc2ccccc2)C1. As a reaction SMILES: [C:27]([BH3-:28])#[N:29].[C:31]([OH:32])(=[O:33])[CH3:34].[CH2:8]([c:9]1[cH:10][cH:11][cH:12][cH:13][cH:14]1)[O:15][C:16](=[O:17])[N:18]1[CH2:19][CH:20]([CH:25]=[O:26])[CH2:21][CH2:22][CH2:23][CH2:24]1.[CH3:35][OH:36].[NH2:1][c:2]1[cH:3][cH:4][cH:5][cH:6][cH:7]1.[Na+:30]>>[NH:1]([c:2]1[cH:3][cH:4][cH:5][cH:6][cH:7]1)[CH2:25][CH:20]1[CH2:19][N:18]([C:16]([O:15][CH2:8][c:9]2[cH:10][cH:11][cH:12][cH:13][cH:14]2)=[O:17])[CH2:24][CH2:23][CH2:22][CH2:21]1.